From a dataset of the Open Reaction Database (ORD), a public repository of structured organic reaction records. describe an organic reaction: reactants, conditions, products, and yield Reactants: N(=NC(=O)OCC)C(=O)OCC (diethyl azodicarboxylate), FC(C=1C=C(COCC2(OCC3=CC=CC=C23)CCO)C=C(C1)C(F)(F)F)(F)F (2-(1-((3,5-bis(trifluoromethyl)benzyloxy)methyl)-1,3-dihydroisobenzofuran-1-yl)ethanol), C1(=CC=CC=C1)P(C1=CC=CC=C1)C1=CC=CC=C1 (triphenylphosphine), CC(C#N)(O)C (acetone cyanohydrin). Solvent: O1CCCC1 (tetrahydrofuran), CCOCC (ether). The product is FC(C=1C=C(COCC2(OCC3=CC=CC=C23)CCC#N)C=C(C1)C(F)(F)F)(F)F (3-(1-((3,5-Bis(trifluoromethyl)benzyloxy)methyl)-1,3-dihydroisobenzofuran-1-yl)propanenitrile). RXN SMILES: [F:1][C:2]([F:29])([F:28])[C:3]1[CH:4]=[C:5]([CH:21]=[C:22]([C:24]([F:27])([F:26])[F:25])[CH:23]=1)[CH2:6][O:7][CH2:8][C:9]1([CH2:18][CH2:19]O)[C:17]2[C:12](=[CH:13][CH:14]=[CH:15][CH:16]=2)[CH2:11][O:10]1.C1(P(C2C=CC=CC=2)C2C=CC=CC=2)C=CC=CC=1.CC(C)(O)[C:51]#[N:52].N(C(OCC)=O)=NC(OCC)=O>O1CCCC1.CCOCC>[F:27][C:24]([F:26])([F:25])[C:22]1[CH:21]=[C:5]([CH:4]=[C:3]([C:2]([F:28])([F:29])[F:1])[CH:23]=1)[CH2:6][O:7][CH2:8][C:9]1([CH2:18][CH2:19][C:51]#[N:52])[C:17]2[C:12](=[CH:13][CH:14]=[CH:15][CH:16]=2)[CH2:11][O:10]1. Procedure details: To a solution of 2-(1-((3,5-bis(trifluoromethyl)benzyloxy)methyl)-1,3-dihydroisobenzofuran-1-yl)ethanol (250 mg, 0.60 mmol) and triphenylphosphine (390 mg, 1.5 mmol) in tetrahydrofuran (2.5 mL) at 0° C. was added acetone cyanohydrin (0.163 mL, 1.8 mmol), followed immediately by the addition of diethyl azodicarboxylate (0.234 mL, 1.5 mmol). The reaction was allowed to gradually warm to room temperature in the dewar overnight. The reaction was diluted with ether, washed with water, then saturated ... Reactants: O=C([O-])[O-], Cc1cc(N)n[nH]1, CCO, Clc1ncc(Cl)c(Cl)n1, [Na+], [Na+]. The product is Cc1cc(Nc2nc(Cl)ncc2Cl)n[nH]1. RXN SMILES: [C:17](=[O:18])([O-:19])[O-:20].[CH3:1][c:2]1[cH:3][c:4]([NH2:7])[n:5][nH:6]1.[CH3:23][CH2:24][OH:25].[Cl:8][c:9]1[n:10][cH:11][c:12]([Cl:16])[c:13]([Cl:15])[n:14]1.[Na+:21].[Na+:22]>>[CH3:1][c:2]1[cH:3][c:4]([NH:7][c:13]2[c:12]([Cl:16])[cH:11][n:10][c:9]([Cl:8])[n:14]2)[n:5][nH:6]1. Reactants: O=C(O)C(c1ccccc1)c1ccccc1, NCc1cccc2ccccc12. The reagents and catalysts are CC(C)N=C=NC(C)C (DIC), C1=CC2=C(N=C1)N(N=N2)O (HOAt). Solvent: CN(C)C=O (DMF), CN(C)C=O (DMF), CN(C)C=O (DMF), CN(C)C=O (DMF), CN(C)C=O (DMF), CN(C)C=O (DMF). Reaction conditions: temperature 25 celsius, time 2 hour. Yields the product O=C(NCc1cccc2ccccc12)C(c1ccccc1)c1ccccc1. Yield: 78.6%. RXN SMILES: NCc1cccc2ccccc12.O=C(O)C(c1ccccc1)c1ccccc1.CC(C)N=C=NC(C)C.C1=CC2=C(N=C1)N(N=N2)O.CN(C)C=O>>O=C(NCc1cccc2ccccc12)C(c1ccccc1)c1ccccc1. The reactants are NC1=C(C=C(C=C1)N1CCN(CC1)C(=O)OC(C)(C)C)NS(=O)(=O)C1=CC=CC=C1 (N-{2-amino-5-(4-t-butyloxycarbonyl-piperazinyl)-phenyl}benzenesulfonamide), COC1=C(C=CC(=C1)C)S(=O)(=O)Cl (2-methoxy-4-methylbenzenesulfonylchloride). The product is COC1=C(C=CC(=C1)C)S(=O)(=O)NC1=C(C=C(C=C1)N1CCNCC1)NS(=O)(=O)C1=CC=CC=C1 (2-Methoxy-4-methyl-N-[2-[(phenylsulfonyl)amino]-4-(1-piperazinyl)phenyl]benzenesulfonamide), purple solid. As a reaction SMILES: [NH2:1][C:2]1[CH:7]=[CH:6][C:5]([N:8]2[CH2:13][CH2:12][N:11](C(OC(C)(C)C)=O)[CH2:10][CH2:9]2)=[CH:4][C:3]=1[NH:21][S:22]([C:25]1[CH:30]=[CH:29][CH:28]=[CH:27][CH:26]=1)(=[O:24])=[O:23].[CH3:31][O:32][C:33]1[CH:38]=[C:37]([CH3:39])[CH:36]=[CH:35][C:34]=1[S:40](Cl)(=[O:42])=[O:41]>>[CH3:31][O:32][C:33]1[CH:38]=[C:37]([CH3:39])[CH:36]=[CH:35][C:34]=1[S:40]([NH:1][C:2]1[CH:7]=[CH:6][C:5]([N:8]2[CH2:9][CH2:10][NH:11][CH2:12][CH2:13]2)=[CH:4][C:3]=1[NH:21][S:22]([C:25]1[CH:26]=[CH:27][CH:28]=[CH:29][CH:30]=1)(=[O:24])=[O:23])(=[O:41])=[O:42]. Procedure details: 2-Methoxy-4-methyl-N-[2-[(phenylsulfonyl)amino]-4-(1-piperazinyl)phenyl]benzenesulfonamide was synthesized from N-{2-amino-5-(4-t-butyloxycarbonyl-piperazinyl)-phenyl}benzenesulfonamide and 2-methoxy-4-methylbenzenesulfonylchloride (53 mg, 0.239 mmol) according to general method 3 to give 80 mg of a purple solid. MS (posES-FIA) m/z=Found: 517.2; Calcd 517.15; 1H NMR δ 7.67-7.37 (m, 6H), 7.10-7.04 (m, 2H), 6.97-6.74 (m, 2H), 6.30 (d, 1H), 4.06 (s, 3H), 3.26-3.09 (m, 8H), 2.37 (s, 3H). The reactants are C(C)OC(=O)C=1CCN(CC1C1=CC(=C(C=C1)F)F)CC1=CC=CC=C1 (1-benzyl-5-(3,4-difluoro-phenyl)-1,2,3,6-tetrahydro-pyridine-4-carboxylic acid ethyl ester). The reagents and catalysts are [Pd] (Pd/C). The solvent is C(C)O (ethanol). The product is C(C)OC(=O)C1C(CNCC1)C1=CC(=C(C=C1)F)F ((3SR,4RS)-3-(3,4-Difluoro-phenyl)-piperidine-4-carboxylic acid ethyl ester). Yield: 97.7%. RXN SMILES: [CH2:1]([O:3][C:4]([C:6]1[CH2:7][CH2:8][N:9](CC2C=CC=CC=2)[CH2:10][C:11]=1[C:12]1[CH:17]=[CH:16][C:15]([F:18])=[C:14]([F:19])[CH:13]=1)=[O:5])[CH3:2]>C(O)C.[Pd]>[CH2:1]([O:3][C:4]([CH:6]1[CH2:7][CH2:8][NH:9][CH2:10][CH:11]1[C:12]1[CH:17]=[CH:16][C:15]([F:18])=[C:14]([F:19])[CH:13]=1)=[O:5])[CH3:2]. Procedure: A solution of 2.73 g (7.6 mmol) 1-benzyl-5-(3,4-difluoro-phenyl)-1,2,3,6-tetrahydro-pyridine-4-carboxylic acid ethyl ester in 150 mL ethanol was hydrogenated over 600 mg Pd/C (10%). The catalyst was filtered off and the filtrate was evaporated to dryness to yield 2 g (87%) of the title compound which was used without further purification in the subsequent step. MS (m/e): 270.3 [(M+H)+]. The reactants are COC(COC=1C2=C(N=C(N1)SC)N(C(=C2)CC)CC2=CC(=CC=C2)Cl)=O ([[2-(methylthio)-6-ethyl-7-[(3-chlorophenyl)methyl]-7H-pyrrolo[2,3-d]pyrimidin-4-yl]oxy]acetic acid methyl ester). Reagents/catalysts: [Ni] (Ni). Solvent: C(C)(=O)OCC (ethyl acetate), CO (methanol), C(Cl)Cl (methylene chloride). Product: COC(COC=1C2=C(N=CN1)N(C(=C2)CC)CC2=CC(=CC=C2)Cl)=O ([[6-ethyl-7-[(3-chlorophenyl)methyl]-7H-pyrrolo[2,3-d]pyrimidin-4-yl]oxy]acetic acid methyl ester). Yield: 85.0%. As a reaction SMILES: [CH3:1][O:2][C:3](=[O:27])[CH2:4][O:5][C:6]1[C:7]2[CH:16]=[C:15]([CH2:17][CH3:18])[N:14]([CH2:19][C:20]3[CH:25]=[CH:24][CH:23]=[C:22]([Cl:26])[CH:21]=3)[C:8]=2[N:9]=[C:10](SC)[N:11]=1>C(OCC)(=O)C.CO.C(Cl)Cl.[Ni]>[CH3:1][O:2][C:3](=[O:27])[CH2:4][O:5][C:6]1[C:7]2[CH:16]=[C:15]([CH2:17][CH3:18])[N:14]([CH2:19][C:20]3[CH:25]=[CH:24][CH:23]=[C:22]([Cl:26])[CH:21]=3)[C:8]=2[N:9]=[CH:10][N:11]=1. Procedure details: A solution of 186 mg (0.458 mmol) of [[2-(methylthio)-6-ethyl-7-[(3-chlorophenyl)methyl]-7H-pyrrolo[2,3-d]pyrimidin-4-yl]oxy]acetic acid methyl ester in 4 mL of ethyl acetate and 1 mL of methanol was heated to reflux and treated with 1.05 g of Raney Ni in portions over 3 hours. The reaction was diluted with 2 mL of methylene chloride and the solids were removed by filtration through a filter aid. The reaction mixture was dried with sodium sulfate and concentrated to provide 140 mg (85%) of [[6-e...